This data is from the Open Reaction Database (ORD), a public repository of structured organic reaction records. The task is: describe an organic reaction: reactants, conditions, products, and yield The reactants are ClC1=C(C(=CC(=C1)Cl)Cl)N1C(NC(=CC1=O)C(F)(F)F)=O (3-(2,4,6-trichlorophenyl)-6-trifluoromethyl-2,4(1H,3H)-pyrimidinedione), C(C)(=O)[O-].[Na+] (sodium acetate), BrBr (bromine). Solvent: C(C)(=O)O (acetic acid). Product: ClC1=C(C(=CC(=C1)Cl)Cl)N1C(NC(=C(C1=O)Br)C(F)(F)F)=O (3-(2,4,6-trichlorophenyl)-5-bromo-6-trifluoromethyl-2,4(1H,3H)-pyrimidinedione). Isolated yield 41.0%. RXN SMILES: [Cl:1][C:2]1[CH:7]=[C:6]([Cl:8])[CH:5]=[C:4]([Cl:9])[C:3]=1[N:10]1[C:15](=[O:16])[CH:14]=[C:13]([C:17]([F:20])([F:19])[F:18])[NH:12][C:11]1=[O:21].C([O-])(=O)C.[Na+].[Br:27]Br>C(O)(=O)C>[Cl:9][C:4]1[CH:5]=[C:6]([Cl:8])[CH:7]=[C:2]([Cl:1])[C:3]=1[N:10]1[C:15](=[O:16])[C:14]([Br:27])=[C:13]([C:17]([F:20])([F:19])[F:18])[NH:12][C:11]1=[O:21] |f:1.2|. Procedure: 3.6 g of 3-(2,4,6-trichlorophenyl)-6-trifluoromethyl-2,4(1H,3H)-pyrimidinedione and 4.1 g of sodium acetate were added to 30 ml of acetic acid, followed by dropwise addition of 6.4 g of bromine with stirring at room temperature. The resulting solution was stirred at 110° C. for 5 hours and then the solvent was distilled away under reduced pressure. The residue was extracted with 100 ml of ethyl acetate, and the obtained organic layer was washed with water and dried. Then the solvent was distille... Starting materials: CC=1SC2=C(N1)C=C(C=C2)OC[C@@H](CN2CCN(CC2)C(C)C)O ((2R)-1-(2-methylbenzothiazol-5-yloxy)-3-(4-prop-2-ylpiperazinyl)propan-2-ol), ClCC=1OC2=C(N1)C=C(C=C2)C2=CC=CC=C2 (2-(chloromethyl)-5-phenyl-benzoxazole). Run in CN(C)C=O (DMF). Run at temperature 150 celsius, time 10 second. The product is CC=1SC2=C(N1)C=C(C=C2)OC[C@@H](CN2CCN(CC2)CC=2OC1=C(N2)C=C(C=C1)C1=CC=CC=C1)O ((2R)-3-(2-methylbenzothiazol-5-yloxy)-1-{4-[(5-phenylbenzoxazol-2-yl)methyl]piperazinyl}propan-2-ol). As a reaction SMILES: [CH3:1][C:2]1[S:3][C:4]2[CH:10]=[CH:9][C:8]([O:11][CH2:12][C@H:13]([OH:24])[CH2:14][N:15]3[CH2:20][CH2:19][N:18]([CH:21]([CH3:23])C)[CH2:17][CH2:16]3)=[CH:7][C:5]=2[N:6]=1.ClCC1[O:28][C:29]2[CH:35]=[CH:34][C:33]([C:36]3[CH:41]=[CH:40][CH:39]=[CH:38][CH:37]=3)=[CH:32][C:30]=2[N:31]=1>CN(C=O)C>[CH3:1][C:2]1[S:3][C:4]2[CH:10]=[CH:9][C:8]([O:11][CH2:12][C@H:13]([OH:24])[CH2:14][N:15]3[CH2:16][CH2:17][N:18]([CH2:21][C:23]4[O:28][C:29]5[CH:35]=[CH:34][C:33]([C:36]6[CH:41]=[CH:40][CH:39]=[CH:38][CH:37]=6)=[CH:32][C:30]=5[N:31]=4)[CH2:19][CH2:20]3)=[CH:7][C:5]=2[N:6]=1. Procedure: (2R)-1-(2-methylbenzothiazol-5-yloxy)-3-(4-prop-2-ylpiperazinyl)propan-2-ol (0.035 g, 0.11 mmol) and DMF (1 mL) were placed in a Smith Process Vial™ (3 mL glass vessel) followed by the addition of 2-(chloromethyl)-5-phenyl-benzoxazole (0.027 g, 0.11 mmol). The vial was sealed and the mixture was heated in the Emrys Optimizer™ microwave at 150° C. for 300 sec, fixed hold time on, absorption level normal, pre-stirring 10 s. It was then cooled to room temperature, evaporated under reduced pressure ... Starting materials: ClC=1C=C(C=C(C1)Cl)N1N=C(N=C1)O (1-(3,5-dichlorophenyl)-3-hydroxy-1,2,4-1H-triazole), ice water, [Na] (sodium), BrC(C(=O)OCC)C (ethyl 2-bromopropionate). Solvent: CS(=O)C (dimethylsulfoxide), C(C)O (ethanol). Conditions: time 1 hour. Product: ClC=1C=C(C=C(C1)Cl)N1N=C(N=C1)OC(C)C(=O)OCC (1-(3,5-dichlorophenyl)-3-(1-ethoxycarbonylethoxy)-1,2,4-1H-triazole). The yield is 37.8%. Reaction SMILES: [Na].[Cl:2][C:3]1[CH:4]=[C:5]([N:10]2[CH:14]=[N:13][C:12]([OH:15])=[N:11]2)[CH:6]=[C:7]([Cl:9])[CH:8]=1.Br[CH:17]([CH3:23])[C:18]([O:20][CH2:21][CH3:22])=[O:19]>C(O)C.CS(C)=O>[Cl:9][C:7]1[CH:6]=[C:5]([N:10]2[CH:14]=[N:13][C:12]([O:15][CH:17]([C:18]([O:20][CH2:21][CH3:22])=[O:19])[CH3:23])=[N:11]2)[CH:4]=[C:3]([Cl:2])[CH:8]=1 |^1:0|. Reported procedure: A 1.8 g portion of sodium was dissolved in 75 ml of absolute ethanol, and the solution was added slowly with stirring to a solution of 18.5 g of 1-(3,5-dichlorophenyl)-3-hydroxy-1,2,4-1H-triazole in 200 ml of dimethylsulfoxide. The solution was stirred at 60° for 1 hour, 14.5 g of ethyl 2-bromopropionate was added, and the mixture was heated for 2 hours at 100°-110°. It was then poured over ice water, and the solid was collected, dried and recrystallized from ether to obtain 10 g of the desired ...